This data is from the Open Reaction Database (ORD), a public repository of structured organic reaction records. The task is: describe an organic reaction: reactants, conditions, products, and yield Yield: 35.2%. Yields the product FC1=C(C=CC(=C1C1=CC=NC=C1)F)C1=C2C=CC(=NC2=NC=C1)C(F)(F)F (5-(2,4-difluoro-3-pyridin-4-ylphenyl)-2-trifluoromethyl-[1,8]naphthyridine). RXN SMILES: Cl[C:2]1[CH:11]=[CH:10][N:9]=[C:8]2[C:3]=1[CH:4]=[CH:5][C:6]([C:12]([F:15])([F:14])[F:13])=[N:7]2.[F:16][C:17]1[C:22]([C:23]2[CH:28]=[CH:27][N:26]=[CH:25][CH:24]=2)=[C:21]([F:29])[CH:20]=[CH:19][C:18]=1B(O)O>>[F:29][C:21]1[C:22]([C:23]2[CH:24]=[CH:25][N:26]=[CH:27][CH:28]=2)=[C:17]([F:16])[CH:18]=[CH:19][C:20]=1[C:2]1[CH:11]=[CH:10][N:9]=[C:8]2[C:3]=1[CH:4]=[CH:5][C:6]([C:12]([F:15])([F:14])[F:13])=[N:7]2. Reactants: ClC1=C2C=CC(=NC2=NC=C1)C(F)(F)F (5-Chloro-2-trifluoromethyl[1,8]naphthyridine), FC1=C(C=CC(=C1C1=CC=NC=C1)F)B(O)O (2,4-difluoro-3-(pyridin-4-yl)benzeneboronic acid). Reported procedure: 5-Chloro-2-trifluoromethyl[1,8]naphthyridine (50 mg, 0.22 mmol) was coupled to 2,4-difluoro-3-(pyridin-4-yl)benzeneboronic acid (66 mg, 0.28 mmol) as described in Example 7 part g), affording 5-(2,4-difluoro-3-pyridin-4-ylphenyl)-2-trifluoromethyl-[1,8]naphthyridine (30 mg, 36%). δH (360 MHz, CDCl3) 7.29 (1H, m), 7.41-7.50 (3H, m), 7.62 (1H, d, J 4.6), 7.85 (1H, d, J 8.8), 8.33 (1H, dd, J 2.3 and 8.6), 8.75-8.77 (2H, m), 9.34 (1H, d, J 4.6). m/z (ES+) 388 [MH]+.